Dataset: the Open Reaction Database (ORD), a public repository of structured organic reaction records. Task: describe an organic reaction: reactants, conditions, products, and yield Reactants: CC(C)(C)ON, O=Cc1cccc(CN(C(=O)c2cc(C(=O)O)c(C(=O)O)cc2C(=O)O)C2CCCc3ccccc32)c1. The product is CC(C)(C)ON=Cc1cccc(CN(C(=O)c2cc(C(=O)O)c(C(=O)O)cc2C(=O)O)C2CCCc3ccccc32)c1. Reaction SMILES: [C:38]([CH3:39])([CH3:40])([CH3:41])[O:42][NH2:43].[CH:1](=[O:2])[c:3]1[cH:4][c:5]([CH2:6][N:7]([C:8](=[O:9])[c:10]2[c:11]([C:22](=[O:23])[OH:24])[cH:12][c:13]([C:19](=[O:20])[OH:21])[c:14]([C:16](=[O:17])[OH:18])[cH:15]2)[CH:25]2[CH2:26][CH2:27][CH2:28][c:29]3[cH:30][cH:31][cH:32][cH:33][c:34]32)[cH:35][cH:36][cH:37]1>>[CH:1]([c:3]1[cH:4][c:5]([CH2:6][N:7]([C:8](=[O:9])[c:10]2[c:11]([C:22](=[O:23])[OH:24])[cH:12][c:13]([C:19](=[O:20])[OH:21])[c:14]([C:16](=[O:17])[OH:18])[cH:15]2)[CH:25]2[CH2:26][CH2:27][CH2:28][c:29]3[cH:30][cH:31][cH:32][cH:33][c:34]32)[cH:35][cH:36][cH:37]1)=[N:43][O:42][C:38]([CH3:39])([CH3:40])[CH3:41]. Starting materials: C(C)(=O)OC12CC3OCCC=C3C(OC1=O)C2 (9-Acetoxy-6,11-dioxa-tricyclo[7.2.1.0*2,7*]dodec-2-en-10-one), [BH4-].[Na+] (NaBH4), resultant mixture. The solvent is [Cl-].[Na+].O (brine). The product is OC[C@]1(C[C@H](C2=CCCO[C@@H]2C1)O)O ((5R,7R,8aR)-7-Hydroxymethyl-3,5,6,7,8,8a-hexahydro-2H-chromene-5,7-diol). Yield: 74.9%. Reaction SMILES: C([O:4][C:5]12[CH2:17][CH:13]([O:14][C:15]1=[O:16])[C:12]1[CH:7]([O:8][CH2:9][CH2:10][CH:11]=1)[CH2:6]2)(=O)C.[BH4-].[Na+]>[Cl-].[Na+].O>[OH:16][CH2:15][C@:5]1([OH:4])[CH2:6][C@@H:7]2[C:12](=[CH:11][CH2:10][CH2:9][O:8]2)[C@H:13]([OH:14])[CH2:17]1 |f:1.2,3.4.5|. Procedure details: To a solution of tricyclic compound 8 (9.5 mg, 40 μmol) at 0° C. was added NaBH4. The resultant mixture was then stirred at room temperature for 18 h, a small volume of brine/saturated NH4Cl was added, and the solvents were removed in vacuum. The residue was washed several times with warm ethanol. The ethanol extracts were combined and evaporated to dryness with benzene. The solid residue was then washed few times with warm chloroform. The combined chloroform extracts were concentrated to a smal... The reactants are C1=CC(=CC=C1O)C (p-cresol), [OH-].[Na+] (sodium hydroxide), [OH-].[Na+] (sodium hydroxide), ice water, BrCCCCl (3-bromo-1-chloro propane), whereto, resultant solution. Solvent: O (water). The product is C1(=CC=C(C=C1)OCCCCl)C (3-(4-tolyloxy)-1-chloro propane). The yield is 76.7%. RXN SMILES: [CH:1]1[C:6]([OH:7])=[CH:5][CH:4]=[C:3]([CH3:8])[CH:2]=1.Br[CH2:10][CH2:11][CH2:12][Cl:13].[OH-].[Na+]>O>[C:3]1([CH3:8])[CH:4]=[CH:5][C:6]([O:7][CH2:10][CH2:11][CH2:12][Cl:13])=[CH:1][CH:2]=1 |f:2.3|. Reported procedure: 3.0 g of p-cresol and 4.0 g of 3-bromo-1-chloro propane were placed into 20 ml of water and were subjected to reflux for 1 hour under heating, and whereto 20 ml of the aqueous solution of sodium hydroxide containing 1.2 g of sodium hydroxide were fed dropwise. After subjecting the resultant solution prepared as described hereinabove to reflux for another 2 hours, the solution reacted was poured into ice-water and extracted with ethyl acetate. The ethyl acetate layer resulted was washed with dilu...